The task is: describe an organic reaction: reactants, conditions, products, and yield. This data is from the Open Reaction Database (ORD), a public repository of structured organic reaction records. Reactants: COC([C@H](C(C1=CC=C(C=C1)Cl)C1=CC=C(C=C1)Cl)NC(=O)OC(C)(C)C)=O ((S)-2-tert-butoxycarbonylamino-3,3-bis-(4-chloro-phenyl)-propionic acid methyl ester), C(=O)(C(F)(F)F)O (TFA). The solvent is C(Cl)Cl (DCM). Run at time 2 hour. The product is COC([C@H](C(C1=CC=C(C=C1)Cl)C1=CC=C(C=C1)Cl)N)=O ((S)-2-Amino-3,3-bis-(4-chloro-phenyl)-propionic acid methyl ester). Yield: 57.1%. As a reaction SMILES: [CH3:1][O:2][C:3](=[O:28])[C@@H:4]([NH:20]C(OC(C)(C)C)=O)[CH:5]([C:13]1[CH:18]=[CH:17][C:16]([Cl:19])=[CH:15][CH:14]=1)[C:6]1[CH:11]=[CH:10][C:9]([Cl:12])=[CH:8][CH:7]=1.C(O)(C(F)(F)F)=O>C(Cl)Cl>[CH3:1][O:2][C:3](=[O:28])[C@@H:4]([NH2:20])[CH:5]([C:6]1[CH:11]=[CH:10][C:9]([Cl:12])=[CH:8][CH:7]=1)[C:13]1[CH:14]=[CH:15][C:16]([Cl:19])=[CH:17][CH:18]=1. Procedure details: To a solution of (S)-2-tert-butoxycarbonylamino-3,3-bis-(4-chloro-phenyl)-propionic acid methyl ester (0.23 g, 0.54 mmol) in DCM (3 mL) at rt was added TFA (1 mL). After 2 h, the mixture was concentrated, diluted with water, and extracted with DCM (3×). The combined organic extracts were dried (Na2SO4) and concentrated to provide 100 mg (57%) of the amine as a tan viscous oil. MS (ESI+): mass calcd. for C16H15Cl2NO2, 323.05; m/z found, 324 [M+H]+. 1H NMR (500 MHz, CDCl3): 7.32-7.19 (m, 8H), 4.26... The solvent is C(C)(=O)OCC (ethyl acetate), C(C)O (ethanol), O (water). As a reaction SMILES: [O:1]1CC[CH2:3][CH2:2]1.[H-].[Na+].[CH3:8][O:9][C:10]1[CH:15]=[CH:14][C:13]([C:16](=[O:18])[CH3:17])=[CH:12][C:11]=1[CH3:19].Cl>C1OCCOC2C(=CC=CC=2)OCCOCCOC2C(=CC=CC=2)OC1.O.C(O)C.C(OCC)(=O)C>[CH3:8][O:9][C:10]1[CH:15]=[CH:14][C:13]([C:16](=[O:18])[CH2:17][C:2](=[O:1])[CH3:3])=[CH:12][C:11]=1[CH3:19] |f:1.2|. Reactants: Cl (hydrochloric acid), O1CCCC1 (tetrahydrofuran), [H-].[Na+] (sodium hydride), COC1=C(C=C(C=C1)C(C)=O)C ((4 methoxy-3-methylphenyl)-ethanone). Procedure: At room temperature, to tetrahydrofuran 50 ml was added 55% sodium hydride 3.07 g and ethyl acetate 5.90 g and the resulting mixture was stirred for a half hour. Then, thereto was added 1 (4 methoxy-3-methylphenyl)-ethanone (described in Reference Preparation example 48) 5.50 g, dibenzo-18-crown-6 0.024 g and ethanol 1 ml and the resulting mixture was stirred with heating under reflux for six hours. To the reaction mixture was added water and the resulting mixture was acidified with aqueous 10% ... Product: COC1=C(C=C(C=C1)C(CC(C)=O)=O)C (1-(4-methoxy-3-methyl-phenyl)-butane-1,3-dione). Reagents/catalysts: C1COC2=CC=CC=C2OCCOCCOC3=CC=CC=C3OCCO1 (dibenzo-18-crown-6). Starting materials: C1CCOC1, COc1cc(C#N)ccc1[N+](=O)[O-], C[Si](C)(C)[N-][Si](C)(C)C, Cl, [Li+]. Yields the product COc1cc(C(=N)N)ccc1[N+](=O)[O-]. RXN SMILES: [CH2:25]1[O:26][CH2:27][CH2:28][CH2:29]1.[CH3:11][O:12][c:13]1[cH:14][c:15]([C:16]#[N:17])[cH:18][cH:19][c:20]1[N+:21](=[O:22])[O-:23].[CH3:1][Si:2]([N-:5][Si:3]([CH3:4])([CH3:6])[CH3:7])([CH3:8])[CH3:9].[ClH:24].[Li+:10]>>[NH2:5][C:16]([c:15]1[cH:14][c:13]([O:12][CH3:11])[c:20]([N+:21](=[O:22])[O-:23])[cH:19][cH:18]1)=[NH:17]. Reactants: BrC1=CC=C(N(C2=CC=CC=C2)C2=CC=CC=C2)C=C1 (4-bromo-N,N-diphenylaniline), CN1C(=CC=C1)[Sn](CCCC)(CCCC)CCCC (1-methyl-2-(tributylstannyl)-1H-pyrrole). Yields the product CN1C(=CC=C1)C1=CC=C(N(C2=CC=CC=C2)C2=CC=CC=C2)C=C1 (4-(1-methyl-1H-pyrrole-2-yl)-N,N-diphenylaniline). Reaction SMILES: Br[C:2]1[CH:20]=[CH:19][C:5]([N:6]([C:13]2[CH:18]=[CH:17][CH:16]=[CH:15][CH:14]=2)[C:7]2[CH:12]=[CH:11][CH:10]=[CH:9][CH:8]=2)=[CH:4][CH:3]=1.[CH3:21][N:22]1[CH:26]=[CH:25][CH:24]=[C:23]1[Sn](CCCC)(CCCC)CCCC>>[CH3:21][N:22]1[CH:26]=[CH:25][CH:24]=[C:23]1[C:2]1[CH:20]=[CH:19][C:5]([N:6]([C:13]2[CH:18]=[CH:17][CH:16]=[CH:15][CH:14]=2)[C:7]2[CH:12]=[CH:11][CH:10]=[CH:9][CH:8]=2)=[CH:4][CH:3]=1. Procedure details: As shown in scheme 1, 4-bromo-N,N-diphenylaniline (11) is reacted with 1-methyl-2-(tributylstannyl)-1H-pyrrole by Stille coupling reaction to obtain 4-(1-methyl-1H-pyrrole-2-yl)-N,N-diphenylaniline (12). n-butyl lithium is reacted with 4-(1-methyl-1H-pyrrole-2-yl)-N,N-diphenylaniline (12), and then tributylstannylchloride is added thereto to obtain 4-(1-methyl-5-(tributylstannyl)-1H-pyrrole-2-yl)-N,N-diphenylaniline (13). 4-(1-methyl-5-(tributylstannyl)-1H-pyrrole-2-yl)-N,N-diphenylaniline (13) ... Reactants: C(C)(C)(C)OC1=NC2=C(C=C(C=C2C(=C1)NC1CCN(CC1)S(=O)(=O)C(F)(F)F)C(O)(C1=CC=C(C=C1)Cl)C1=CC=C(C=C1)Cl)NCCOC ((2-(tert-butoxy)-8-((2-methoxyethyl)amino)-4-((1-((trifluoromethyl) sulfonyl)piperidin-4-yl)amino)quinolin-6-yl)bis(4-chlorophenyl)methanol), C(C)[SiH](CC)CC (triethylsilane), C(=O)(C(F)(F)F)O (TFA). Solvent: C(Cl)Cl (CH2Cl2), C(Cl)Cl (CH2Cl2). Reaction conditions: time 4 hour. The product is ClC1=CC=C(C=C1)C(C=1C=C2C(=CC(NC2=C(C1)NCCOC)=O)NC1CCN(CC1)S(=O)(=O)C(F)(F)F)C1=CC=C(C=C1)Cl (6-(bis(4-chlorophenyl)methyl)-8-((2-methoxyethyl)amino)-4-((1-((trifluoromethyl)sulfonyl)piperidin-4-yl)amino)quinolin-2(1H)-one). As a reaction SMILES: C([O:5][C:6]1[CH:15]=[C:14]([NH:16][CH:17]2[CH2:22][CH2:21][N:20]([S:23]([C:26]([F:29])([F:28])[F:27])(=[O:25])=[O:24])[CH2:19][CH2:18]2)[C:13]2[C:8](=[C:9]([NH:46][CH2:47][CH2:48][O:49][CH3:50])[CH:10]=[C:11]([C:30]([C:39]3[CH:44]=[CH:43][C:42]([Cl:45])=[CH:41][CH:40]=3)([C:32]3[CH:37]=[CH:36][C:35]([Cl:38])=[CH:34][CH:33]=3)O)[CH:12]=2)[N:7]=1)(C)(C)C.C([SiH](CC)CC)C.C(O)(C(F)(F)F)=O>C(Cl)Cl>[Cl:38][C:35]1[CH:36]=[CH:37][C:32]([CH:30]([C:39]2[CH:40]=[CH:41][C:42]([Cl:45])=[CH:43][CH:44]=2)[C:11]2[CH:12]=[C:13]3[C:8](=[C:9]([NH:46][CH2:47][CH2:48][O:49][CH3:50])[CH:10]=2)[NH:7][C:6](=[O:5])[CH:15]=[C:14]3[NH:16][CH:17]2[CH2:22][CH2:21][N:20]([S:23]([C:26]([F:29])([F:27])[F:28])(=[O:25])=[O:24])[CH2:19][CH2:18]2)=[CH:33][CH:34]=1. Procedure: To solution of (2-(tert-butoxy)-8-((2-methoxyethyl)amino)-4-((1-((trifluoromethyl) sulfonyl)piperidin-4-yl)amino)quinolin-6-yl)bis(4-chlorophenyl)methanol (12 mg, 0.0159 mmol) and triethylsilane (0.0152 mL, 0.0953 mmol) in CH2Cl2 (1 mL) was added slowly TFA (0.03 mL, 0.392 mmol). The resulting mixture was stirred for 4 hr at room temperature. The reaction was diluted with CH2Cl2 and washed with Na2CO3 to make the aqueous layer basic. The organics were washed with water, dried over anhydrous Na2S... The reactants are C1CCOC1, O=C(O)C(F)(F)F, [Li+], COC(=O)Cc1cn2c(-c3ccc(Cl)cc3Cl)c(CN)c(C)nc2n1, [OH-], O. Product: O=C(O)C(F)(F)F, Cc1nc2nc(CC(=O)O)cn2c(-c2ccc(Cl)cc2Cl)c1CN. As a reaction SMILES: [CH2:36]1[O:37][CH2:38][CH2:39][CH2:40]1.[F:28][C:29]([C:30](=[O:31])[OH:32])([F:33])[F:34].[Li+:27].[NH2:1][CH2:2][c:3]1[c:4]([CH3:25])[n:5][c:6]2[n:7]([c:8]1-[c:9]1[c:10]([Cl:16])[cH:11][c:12]([Cl:15])[cH:13][cH:14]1)[cH:17][c:18]([CH2:20][C:21](=[O:22])[O:23][CH3:24])[n:19]2.[OH-:26].[OH2:35]>>[F:28][C:29]([C:30](=[O:31])[OH:32])([F:33])[F:34].[NH2:1][CH2:2][c:3]1[c:4]([CH3:25])[n:5][c:6]2[n:7]([c:8]1-[c:9]1[c:10]([Cl:16])[cH:11][c:12]([Cl:15])[cH:13][cH:14]1)[cH:17][c:18]([CH2:20][C:21](=[O:22])[OH:23])[n:19]2.